Dataset: the Open Reaction Database (ORD), a public repository of structured organic reaction records. Task: describe an organic reaction: reactants, conditions, products, and yield The reactants are [Si](C)(C)(C(C)(C)C)C=1SC=C(N1)C[C@@H]1N(C(O[C@@H]1CO[Si](C)(C)C(C)(C)C)(C)C)C(=O)OC(C)(C)C ((4S,5S)-Tert-butyl 4-((2-(tert-butyldimethylsilyl)thiazol-4-yl)methyl)-5-((tert-butyldimethylsilyloxy)methyl)-2,2-dimethyloxazolidine-3-carboxylate), [Li+].CCC[CH2-] (N-BUTYLLITHIUM), ICCC (1-Iodopropane). The solvent is C1CCOC1 (THF). Conditions: temperature -50 celsius, time 1 hour. The product is [Si](C)(C)(C(C)(C)C)C=1SC(=C(N1)C[C@@H]1N(C(O[C@@H]1CO[Si](C)(C)C(C)(C)C)(C)C)C(=O)OC(C)(C)C)CCC ((4S,5S)-tert-butyl 4-((2-(tert-butyldimethylsilyl)-5-propylthiazol-4-yl)methyl)-5-((tert-butyldimethylsilyloxy)methyl)-2,2-dimethyloxazolidine-3-carboxylate). As a reaction SMILES: [Si:1]([C:8]1[S:9][CH:10]=[C:11]([CH2:13][C@H:14]2[C@@H:18]([CH2:19][O:20][Si:21]([C:24]([CH3:27])([CH3:26])[CH3:25])([CH3:23])[CH3:22])[O:17][C:16]([CH3:29])([CH3:28])[N:15]2[C:30]([O:32][C:33]([CH3:36])([CH3:35])[CH3:34])=[O:31])[N:12]=1)([C:4]([CH3:7])([CH3:6])[CH3:5])([CH3:3])[CH3:2].[Li+].[CH3:38][CH2:39][CH2:40][CH2-].ICCC>C1COCC1>[Si:1]([C:8]1[S:9][C:10]([CH2:38][CH2:39][CH3:40])=[C:11]([CH2:13][C@H:14]2[C@@H:18]([CH2:19][O:20][Si:21]([C:24]([CH3:25])([CH3:27])[CH3:26])([CH3:23])[CH3:22])[O:17][C:16]([CH3:29])([CH3:28])[N:15]2[C:30]([O:32][C:33]([CH3:36])([CH3:35])[CH3:34])=[O:31])[N:12]=1)([C:4]([CH3:6])([CH3:7])[CH3:5])([CH3:2])[CH3:3] |f:1.2|. Procedure: (4S,5S)-Tert-butyl 4-((2-(tert-butyldimethylsilyl)thiazol-4-yl)methyl)-5-((tert-butyldimethylsilyloxy)methyl)-2,2-dimethyloxazolidine-3-carboxylate (0.150 g, 0.269 mmol) in THF (3 mL) was cooled to −78° C. when N-BUTYLLITHIUM (2.5 M in hexanes) (0.1 19 ml, 0.296 mmol) was added dropwise. The solution was warmed to −50° C. for 40 minutes and then cooled to −78° C. 1-Iodopropane (0.0549 g, 0.323 mmol) was added dropwise and the solution was allowed to slowly warm to −50° C. and stirred for 1 hr. T... The reactants are Br, Br[Cu]Br, O=N[O-], [Na+], O, Nc1ccc2c(c1)oc1ccccc12. The product is Brc1ccc2c(c1)oc1ccccc12. As a reaction SMILES: [BrH:19].[Cu:21]([Br:22])[Br:23].[N:15]([O-:16])=[O:17].[Na+:18].[OH2:20].[cH:1]1[cH:2][c:3]([NH2:14])[cH:4][c:5]2[o:6][c:7]3[c:8]([c:9]12)[cH:10][cH:11][cH:12][cH:13]3>>[cH:1]1[cH:2][c:3]([Br:19])[cH:4][c:5]2[o:6][c:7]3[c:8]([c:9]12)[cH:10][cH:11][cH:12][cH:13]3. The reactants are COC(=O)C1=NC=C(C=C1)CNC(=O)[C@@H]1N[C@H]([C@]([C@H]1C1=C(C(=CC=C1)Cl)F)(C#N)C1=C(C=C(C=C1)Cl)F)CC(C)(C)C (5-({[(2R,3S,4R,5S)-4-(4-Chloro-2-fluoro-phenyl)-3-(3-chloro-2-fluoro-phenyl)-4-cyano-5-(2,2-dimethyl-propyl)-pyrrolidine-2-carbonyl]-amino}-methyl)-pyridine-2-carboxylic acid methyl ester), O.[OH-].[Li+] (lithium hydroxide hydrate). Run in O (water), C1CCOC1 (THF). Yields the product ClC1=CC(=C(C=C1)[C@@]1([C@H]([C@@H](N[C@H]1CC(C)(C)C)C(=O)NCC=1C=CC(=NC1)C(=O)O)C1=C(C(=CC=C1)Cl)F)C#N)F (5-({[(2R,3S,4R,5S)-4-(4-Chloro-2-fluoro-phenyl)-3-(3-chloro-2-fluoro-phenyl)-4-cyano-5-(2,2-dimethyl-propyl)-pyrrolidine-2-carbonyl]-amino}-methyl)-pyridine-2-carboxylic acid). As a reaction SMILES: C[O:2][C:3]([C:5]1[CH:10]=[CH:9][C:8]([CH2:11][NH:12][C:13]([C@H:15]2[C@H:19]([C:20]3[CH:25]=[CH:24][CH:23]=[C:22]([Cl:26])[C:21]=3[F:27])[C@:18]([C:30]3[CH:35]=[CH:34][C:33]([Cl:36])=[CH:32][C:31]=3[F:37])([C:28]#[N:29])[C@H:17]([CH2:38][C:39]([CH3:42])([CH3:41])[CH3:40])[NH:16]2)=[O:14])=[CH:7][N:6]=1)=[O:4].O.[OH-].[Li+]>C1COCC1.O>[Cl:36][C:33]1[CH:34]=[CH:35][C:30]([C@@:18]2([C:28]#[N:29])[C@H:17]([CH2:38][C:39]([CH3:41])([CH3:40])[CH3:42])[NH:16][C@@H:15]([C:13]([NH:12][CH2:11][C:8]3[CH:9]=[CH:10][C:5]([C:3]([OH:4])=[O:2])=[N:6][CH:7]=3)=[O:14])[C@@H:19]2[C:20]2[CH:25]=[CH:24][CH:23]=[C:22]([Cl:26])[C:21]=2[F:27])=[C:31]([F:37])[CH:32]=1 |f:1.2.3|. Reported procedure: In a manner similar to the method described in Example 380, chiral 5-({[(2R,3S,4R,5S)-4-(4-Chloro-2-fluoro-phenyl)-3-(3-chloro-2-fluoro-phenyl)-4-cyano-5-(2,2-dimethyl-propyl)-pyrrolidine-2-carbonyl]-amino}-methyl)-pyridine-2-carboxylic acid methyl ester (24.9 mg, 0.0405 mmol) in THF (3 ml) was treated with lithium hydroxide hydrate (12.0 mg, 0.286 mmol) in water (1.5 mL). It was stirred at room temperature to give chiral 5-({[(2R,3S,4R,5S)-4-(4-Chloro-2-fluoro-phenyl)-3-(3-chloro-2-fluoro-pheny... Reactants: C(C1=CC=CC=C1)OC1=CC=C(C=C1)C1OC1 (2-(4-benzyloxyphenyl)oxirane), CC(C)([O-])C.[K+] (potassium tert-butoxide), C(CO)O (ethylene glycol), ice water, Cl (hydrochloric acid). The solvent is CS(=O)C (dimethyl sulfoxide), C(C)(=O)OCC (ethyl acetate). Conditions: temperature 80 celsius, time 30 minute. The product is C(C1=CC=CC=C1)OC1=CC=C(C=C1)C(COCCO)O (1-(4-benzyloxyphenyl)-2-(2-hydroxyethoxy)ethanol). Reaction SMILES: [CH3:1][C:2](C)([O-:4])C.[K+].[CH2:7]([OH:10])[CH2:8][OH:9].[CH2:11]([O:18][C:19]1[CH:24]=[CH:23][C:22](C2CO2)=[CH:21][CH:20]=1)[C:12]1[CH:17]=[CH:16][CH:15]=[CH:14][CH:13]=1.Cl>CS(C)=O.C(OCC)(=O)C>[CH2:11]([O:18][C:19]1[CH:24]=[CH:23][C:22]([CH:7]([OH:10])[CH2:8][O:9][CH2:1][CH2:2][OH:4])=[CH:21][CH:20]=1)[C:12]1[CH:13]=[CH:14][CH:15]=[CH:16][CH:17]=1 |f:0.1|. Procedure: 9.5 g of potassium tert-butoxide was added to 92 ml of ethylene glycol. The mixture was heated to 80° C. Thereto was dropwise added, in 3 hours, a solution of 34.7 g of 2-(4-benzyloxyphenyl)oxirane dissolved in 220 ml of dimethyl sulfoxide. The resulting mixture was stirred for 30 minutes at the same temperature. The reaction mixture was cooled and added to a mixture of 1 liter of ice water and 600 ml of ethyl acetate. The resulting mixture was adjusted to pH 7 with 6N hydrochloric acid. The org... Starting materials: C(C)(C)(C)OC(=O)N1CCN(CC1)C=1C(=NC=CC1)C1=CC=C(C=C1)F (4-[2-(4-fluorophenyl)-pyridin-3-yl]-piperazine-1-carboxylic acid t-butyl ester), FC(C(=O)O)(F)F (trifluoroacetic acid). Run in C(Cl)Cl (DCM). Conditions: time 2 hour. Product: FC1=CC=C(C=C1)C1=NC=CC=C1N1CCNCC1 (1-[2-(4-Fluorophenyl)-pyridin-3-yl]-piperazine). As a reaction SMILES: C(OC([N:8]1[CH2:13][CH2:12][N:11]([C:14]2[C:15]([C:20]3[CH:25]=[CH:24][C:23]([F:26])=[CH:22][CH:21]=3)=[N:16][CH:17]=[CH:18][CH:19]=2)[CH2:10][CH2:9]1)=O)(C)(C)C.FC(F)(F)C(O)=O>C(Cl)Cl>[F:26][C:23]1[CH:24]=[CH:25][C:20]([C:15]2[C:14]([N:11]3[CH2:10][CH2:9][NH:8][CH2:13][CH2:12]3)=[CH:19][CH:18]=[CH:17][N:16]=2)=[CH:21][CH:22]=1. Procedure details: Dissolve 4-[2-(4-fluorophenyl)-pyridin-3-yl]-piperazine-1-carboxylic acid t-butyl ester (0.9 g, 2.52 mmol) in DCM (25 mL). Add trifluoroacetic acid (8.6 g, 5.8 mL, 75.6 mmol). Stir the mixture at room temperature for 2 hr. Purify by a SCX ion-exchange column to give the title preparation. MS (ES): m/z=258 [M+H]. Reactants: CCN=C=NCCCN(C)C, CN(CC1CCNC1)C(=O)OCc1ccc([N+](=O)[O-])cc1, CN(C)C=O, CCN(C(C)C)C(C)C, Cl, Cl, O=C(O)C1CC(O)CN1C(=O)OCc1ccc([N+](=O)[O-])cc1, On1nnc2ccccc21. The product is CN(CC1CCN(C(=O)C2CC(O)CN2C(=O)OCc2ccc([N+](=O)[O-])cc2)C1)C(=O)OCc1ccc([N+](=O)[O-])cc1. As a reaction SMILES: [CH2:55]([N:56]=[C:57]=[N:58][CH2:59][CH2:60][CH2:61][N:62]([CH3:63])[CH3:64])[CH3:65].[CH3:24][N:25]([C:26](=[O:27])[O:28][CH2:29][c:30]1[cH:31][cH:32][c:33]([N+:36](=[O:37])[O-:38])[cH:34][cH:35]1)[CH2:39][CH:40]1[CH2:41][NH:42][CH2:43][CH2:44]1.[CH3:76][N:77]([CH3:78])[CH:79]=[O:80].[CH:45]([N:46]([CH:47]([CH3:48])[CH3:49])[CH2:50][CH3:51])([CH3:52])[CH3:53].[ClH:23].[ClH:54].[OH:1][CH:2]1[CH2:3][CH:4]([C:20](=[O:21])[OH:22])[N:5]([C:7](=[O:8])[O:9][CH2:10][c:11]2[cH:12][cH:13][c:14]([N+:17](=[O:18])[O-:19])[cH:15][cH:16]2)[CH2:6]1.[OH:66][n:67]1[c:68]2[cH:69][cH:70][cH:71][cH:72][c:73]2[n:74][n:75]1>>[OH:1][CH:2]1[CH2:3][CH:4]([C:20](=[O:22])[N:42]2[CH2:41][CH:40]([CH2:39][N:25]([CH3:24])[C:26](=[O:27])[O:28][CH2:29][c:30]3[cH:31][cH:32][c:33]([N+:36](=[O:37])[O-:38])[cH:34][cH:35]3)[CH2:44][CH2:43]2)[N:5]([C:7](=[O:8])[O:9][CH2:10][c:11]2[cH:12][cH:13][c:14]([N+:17](=[O:18])[O-:19])[cH:15][cH:16]2)[CH2:6]1. Starting materials: O=C([O-])[O-], COC(=O)c1cccc(CBr)n1, CC(C)=O, [K+], [K+], O, Oc1ccc(I)cc1. The product is COC(=O)c1cccc(COc2ccc(I)cc2)n1. Reaction SMILES: [C:21](=[O:22])([O-:23])[O-:24].[CH3:1][O:2][C:3](=[O:4])[c:5]1[n:6][c:7]([CH2:11][Br:12])[cH:8][cH:9][cH:10]1.[CH3:28][C:29](=[O:30])[CH3:31].[K+:25].[K+:26].[OH2:27].[OH:13][c:14]1[cH:15][cH:16][c:17]([I:18])[cH:19][cH:20]1>>[CH3:1][O:2][C:3](=[O:4])[c:5]1[n:6][c:7]([CH2:11][O:13][c:14]2[cH:15][cH:16][c:17]([I:18])[cH:19][cH:20]2)[cH:8][cH:9][cH:10]1. Reactants: CCCCc1cc(OCc2ccccc2)ccc1OCCc1nc(-c2ccc(-c3ccccc3)cc2)oc1C, CCO, [H][H]. Yields the product CCCCc1cc(O)ccc1OCCc1nc(-c2ccc(-c3ccccc3)cc2)oc1C. As a reaction SMILES: [CH2:1]([c:2]1[cH:3][cH:4][cH:5][cH:6][cH:7]1)[O:8][c:9]1[cH:10][c:11]([CH2:36][CH2:37][CH2:38][CH3:39])[c:12]([O:13][CH2:14][CH2:15][c:16]2[n:17][c:18](-[c:22]3[cH:23][cH:24][c:25](-[c:28]4[cH:29][cH:30][cH:31][cH:32][cH:33]4)[cH:26][cH:27]3)[o:19][c:20]2[CH3:21])[cH:34][cH:35]1.[CH3:42][CH2:43][OH:44].[H:40][H:41]>>[OH:8][c:9]1[cH:10][c:11]([CH2:36][CH2:37][CH2:38][CH3:39])[c:12]([O:13][CH2:14][CH2:15][c:16]2[n:17][c:18](-[c:22]3[cH:23][cH:24][c:25](-[c:28]4[cH:29][cH:30][cH:31][cH:32][cH:33]4)[cH:26][cH:27]3)[o:19][c:20]2[CH3:21])[cH:34][cH:35]1. Reactants: CN(C)C=O, ClCc1ccco1, [H-], [Na+], C1CCOC1, CCOC(=O)N1CCC(Nc2nc3ccccc3[nH]2)CC1. Yields the product CCOC(=O)N1CCC(Nc2nc3ccccc3n2Cc2ccco2)CC1. RXN SMILES: [CH3:36][N:37]([CH3:38])[CH:39]=[O:40].[Cl:24][CH2:25][c:26]1[o:27][cH:28][cH:29][cH:30]1.[H-:22].[Na+:23].[O:31]1[CH2:32][CH2:33][CH2:34][CH2:35]1.[nH:1]1[c:2]([NH:10][CH:11]2[CH2:12][CH2:13][N:14]([C:17](=[O:18])[O:19][CH2:20][CH3:21])[CH2:15][CH2:16]2)[n:3][c:4]2[c:5]1[cH:6][cH:7][cH:8][cH:9]2>>[n:1]1([CH2:25][c:26]2[o:27][cH:28][cH:29][cH:30]2)[c:2]([NH:10][CH:11]2[CH2:12][CH2:13][N:14]([C:17](=[O:18])[O:19][CH2:20][CH3:21])[CH2:15][CH2:16]2)[n:3][c:4]2[c:5]1[cH:6][cH:7][cH:8][cH:9]2. Starting materials: [H-].[Na+] (Sodium hydride), NC1=C(C(OC2=C(C(=CC=C12)OC)OC1CCCC1)=O)CCOCC1=CC=CC=C1 (4-amino-3-(2-(benzyloxy)ethyl)-8-(cyclopentyloxy)-7-methoxy-2H-chromen-2-one), ClC=1C=NC=C(C1Cl)Cl (3,4,5-trichloropyridine). Solvent: CS(=O)C (DMSO). Conditions: temperature 50 celsius, time 10 minute. Product: C(C1=CC=CC=C1)OCCC=1C(OC2=C(C(=CC=C2C1NC1=C(C=NC=C1Cl)Cl)OC)OC1CCCC1)=O (3-(2-(benzyloxy)ethyl)-8-(cyclopentyloxy)-4-(3,5-dichloropyridin-4-ylamino)-7-methoxy-2H-chromen-2-one). Reaction SMILES: [H-].[Na+].[NH2:3][C:4]1[C:13]2[C:8](=[C:9]([O:16][CH:17]3[CH2:21][CH2:20][CH2:19][CH2:18]3)[C:10]([O:14][CH3:15])=[CH:11][CH:12]=2)[O:7][C:6](=[O:22])[C:5]=1[CH2:23][CH2:24][O:25][CH2:26][C:27]1[CH:32]=[CH:31][CH:30]=[CH:29][CH:28]=1.[Cl:33][C:34]1[CH:35]=[N:36][CH:37]=[C:38]([Cl:41])[C:39]=1Cl>CS(C)=O>[CH2:26]([O:25][CH2:24][CH2:23][C:5]1[C:6](=[O:22])[O:7][C:8]2[C:13]([C:4]=1[NH:3][C:39]1[C:38]([Cl:41])=[CH:37][N:36]=[CH:35][C:34]=1[Cl:33])=[CH:12][CH:11]=[C:10]([O:14][CH3:15])[C:9]=2[O:16][CH:17]1[CH2:21][CH2:20][CH2:19][CH2:18]1)[C:27]1[CH:28]=[CH:29][CH:30]=[CH:31][CH:32]=1 |f:0.1|. Reported procedure: Sodium hydride (230 mg, 60%, 5.8 mmol) was added portionwise to a solution of 4-amino-3-(2-(benzyloxy)ethyl)-8-(cyclopentyloxy)-7-methoxy-2H-chromen-2-one (800 mg, 1.86 mmol) and DMSO (20 mL). After 10 min at rt, 3,4,5-trichloropyridine (1.0 g, 5.47 mmol) was added. The reaction was then heated at 50° C. overnight, allowed to cool to rt, quenched with drops of water, poured into 0.5M KH2PO4 (15 mL), and then extracted with ethyl acetate (50 mL×2). The combined extracts were washed with brine (50...